Dataset: the Open Reaction Database (ORD), a public repository of structured organic reaction records. Task: describe an organic reaction: reactants, conditions, products, and yield The reactants are ClC=1C=CC=C2C(=C(C(=NC12)C)C)O (8-chloro-2,3-dimethylquinolin-4-ol), P(=O)(Cl)(Cl)Cl (phosphorous oxychloride). Yields the product ClC1=C(C(=NC2=C(C=CC=C12)Cl)C)C (4,8-Dichloro-2,3-dimethylquinoline). RXN SMILES: [Cl:1][C:2]1[CH:3]=[CH:4][CH:5]=[C:6]2[C:11]=1[N:10]=[C:9]([CH3:12])[C:8]([CH3:13])=[C:7]2O.P(Cl)(Cl)([Cl:17])=O>>[Cl:17][C:7]1[C:6]2[C:11](=[C:2]([Cl:1])[CH:3]=[CH:4][CH:5]=2)[N:10]=[C:9]([CH3:12])[C:8]=1[CH3:13]. Reported procedure: A mixture of 8-chloro-2,3-dimethylquinolin-4-ol (1.83 g, 8.81 mmol) in phosphorous oxychloride (10.00 mL) was heated to reflux for 2 h, after which time LC-MS indicated only product present. The reaction solution was poured into ice and adjusted to pH>10. The aq. mixture was extracted with 2×75 mL DCM. The combined organic extracts were stirred over anhydrous magnesium sulfate, filtered and the filtrate concentrated under reduced pressure to afford a pale yellow solid, which was not further puri... Reactants: OC1=CC=C(C=C1)CC(=O)OCC (ethyl (4-hydroxyphenyl)acetate), polyphosphoric acid, ClC1=CC=C(C=C1)C1=CC=2C(C=CC2)=C(O1)CC(=O)OCC (ethyl 3-(4-chlorophenyl)-5-benzofuranacetate), [OH-].[Na+] (sodium hydroxide), C1=CC(=CC=C1C(=O)CBr)Cl (4-chloro-α-bromoacetophenone), C([O-])([O-])=O.[K+].[K+] (potassium carbonate), ester. Solvent: O (water), C(C)OCC (diethyl ether), C(C)OCC (diethyl ether), O (water), C(C)O (ethanol), C(OC)COC (glyme), O (water). Product: ClC1=CC=C(C=C1)C1=CC=2C(C=CC2)=C(O1)CC(=O)O (3-(4-chlorophenyl)-5-benzofuranacetic acid). Reaction SMILES: OC1C=CC(CC(OCC)=O)=CC=1.C1C(C(CBr)=O)=CC=C(Cl)C=1.C(=O)([O-])[O-].[K+].[K+].[Cl:31][C:32]1[CH:37]=[CH:36][C:35]([C:38]2[O:46][C:45]([CH2:47][C:48]([O:50]CC)=[O:49])=[C:41]3[CH:42]=[CH:43][CH:44]=[C:40]3[CH:39]=2)=[CH:34][CH:33]=1.[OH-].[Na+]>O.C(OCC)C.C(O)C.C(COC)OC>[Cl:31][C:32]1[CH:33]=[CH:34][C:35]([C:38]2[O:46][C:45]([CH2:47][C:48]([OH:50])=[O:49])=[C:41]3[CH:42]=[CH:43][CH:44]=[C:40]3[CH:39]=2)=[CH:36][CH:37]=1 |f:2.3.4,6.7|. Procedure: In 200 ml. of glyme are placed 28.6 g. (0.159 mole) of ethyl (4-hydroxyphenyl)acetate, 37.2 g. (0.159 mole) of 4-chloro-α-bromoacetophenone and 28.6 g. of potassium carbonate. The mixture is heated at its reflux temperature for five hours, then diluted with water and diethyl ether. The ether layer is washed with water, cold 0.5 N sodium hydroxide solution and saturated sodium chloride solution and treated with decolorizing charcoal, then dried. The solution is evaporated to provide a residue whi...